From a dataset of the Open Reaction Database (ORD), a public repository of structured organic reaction records. describe an organic reaction: reactants, conditions, products, and yield Reactants: O=C([O-])[O-], CCOC(=O)Cc1nn(Cc2ccc(Br)cc2F)c(=O)c2c(F)cccc12, [K+], [K+], C1COCCO1, O. Yields the product O=C(O)Cc1nn(Cc2ccc(Br)cc2F)c(=O)c2c(F)cccc12. As a reaction SMILES: [C:1](=[O:2])([O-:3])[O-:4].[F:8][c:9]1[c:10]([CH2:11][n:12]2[c:13](=[O:29])[c:14]3[c:15]([F:28])[cH:16][cH:17][cH:18][c:19]3[c:20]([CH2:22][C:23](=[O:24])[O:25][CH2:26][CH3:27])[n:21]2)[cH:30][cH:31][c:32]([Br:34])[cH:33]1.[K+:5].[K+:6].[O:35]1[CH2:36][CH2:37][O:38][CH2:39][CH2:40]1.[OH2:7]>>[F:8][c:9]1[c:10]([CH2:11][n:12]2[c:13](=[O:29])[c:14]3[c:15]([F:28])[cH:16][cH:17][cH:18][c:19]3[c:20]([CH2:22][C:23](=[O:24])[OH:25])[n:21]2)[cH:30][cH:31][c:32]([Br:34])[cH:33]1. The reactants are CCOC(=O)c1c(Cl)c2ccc(C)nc2n(CC)c1=O, C1COCCN1, CCO, [Na+], [Na+], O=C([O-])[O-]. Yields the product CCOC(=O)c1c(N2CCOCC2)c2ccc(C)nc2n(CC)c1=O. RXN SMILES: [CH2:1]([CH3:2])[O:3][C:4](=[O:5])[c:6]1[c:7](=[O:20])[n:8]([CH2:18][CH3:19])[c:9]2[n:10][c:11]([CH3:17])[cH:12][cH:13][c:14]2[c:15]1[Cl:16].[CH2:21]1[CH2:22][O:23][CH2:24][CH2:25][NH:26]1.[CH3:33][CH2:34][OH:35].[Na+:27].[Na+:28].[O-:29][C:30](=[O:31])[O-:32]>>[CH2:1]([CH3:2])[O:3][C:4](=[O:5])[c:6]1[c:7](=[O:20])[n:8]([CH2:18][CH3:19])[c:9]2[n:10][c:11]([CH3:17])[cH:12][cH:13][c:14]2[c:15]1[N:26]1[CH2:21][CH2:22][O:23][CH2:24][CH2:25]1. Starting materials: CC(=O)Cl, COc1cc(NC(=O)c2nc(C(C)C)cs2)cc(OC)c1, ClCCl. The product is COc1cc(NC(=O)c2nc(C(C)C)cs2)c(C(C)=O)c(OC)c1. As a reaction SMILES: [CH3:1][C:2]([Cl:3])=[O:4].[CH3:5][O:6][c:7]1[cH:8][c:9]([NH:15][C:16](=[O:17])[c:18]2[s:19][cH:20][c:21]([CH:23]([CH3:24])[CH3:25])[n:22]2)[cH:10][c:11]([O:13][CH3:14])[cH:12]1.[Cl:26][CH2:27][Cl:28]>>[CH3:1][C:2](=[O:4])[c:8]1[c:7]([O:6][CH3:5])[cH:12][c:11]([O:13][CH3:14])[cH:10][c:9]1[NH:15][C:16](=[O:17])[c:18]1[s:19][cH:20][c:21]([CH:23]([CH3:24])[CH3:25])[n:22]1. The reactants are CCCCN(C#N)C(=O)C(C)Oc1ccc(OCc2ccccc2)cc1, [H][H], C1COCCO1. Yields the product CCCCN(C#N)C(=O)C(C)Oc1ccc(O)cc1. As a reaction SMILES: [C:1](#[N:2])[N:3]([C:4]([CH:5]([CH3:6])[O:7][c:8]1[cH:9][cH:10][c:11]([O:14][CH2:15][c:16]2[cH:17][cH:18][cH:19][cH:20][cH:21]2)[cH:12][cH:13]1)=[O:22])[CH2:23][CH2:24][CH2:25][CH3:26].[H:27][H:28].[O:29]1[CH2:30][CH2:31][O:32][CH2:33][CH2:34]1>>[C:1](#[N:2])[N:3]([C:4]([CH:5]([CH3:6])[O:7][c:8]1[cH:9][cH:10][c:11]([OH:14])[cH:12][cH:13]1)=[O:22])[CH2:23][CH2:24][CH2:25][CH3:26]. Reactants: BrCc1ccccc1, O=C([O-])[O-], CCCC[N+](CCCC)(CCCC)CCCC, CN(C)C=O, O=[N+]([O-])c1cc(O)ccc1Cl, [I-], [K+], [K+], O. The product is O=[N+]([O-])c1cc(OCc2ccccc2)ccc1Cl. As a reaction SMILES: [Br:12][CH2:13][c:14]1[cH:15][cH:16][cH:17][cH:18][cH:19]1.[C:20](=[O:21])([O-:22])[O-:23].[CH2:28]([N+:29]([CH2:30][CH2:31][CH2:32][CH3:33])([CH2:34][CH2:35][CH2:36][CH3:37])[CH2:38][CH2:39][CH2:40][CH3:41])[CH2:42][CH2:43][CH3:44].[CH3:45][N:46]([CH3:47])[CH:48]=[O:49].[Cl:1][c:2]1[c:3]([N+:9](=[O:10])[O-:11])[cH:4][c:5]([OH:8])[cH:6][cH:7]1.[I-:27].[K+:24].[K+:25].[OH2:26]>>[Cl:1][c:2]1[c:3]([N+:9](=[O:10])[O-:11])[cH:4][c:5]([O:8][CH2:13][c:14]2[cH:15][cH:16][cH:17][cH:18][cH:19]2)[cH:6][cH:7]1. Reactants: COC(=O)C(=CCC(F)(F)F)NC(=O)OCc1ccccc1, CCO. Yields the product COC(=O)C(CCC(F)(F)F)NC(=O)OCc1ccccc1. Reaction SMILES: [CH3:1][O:2][C:3]([C:4](=[CH:5][CH2:6][C:7]([F:8])([F:9])[F:10])[NH:11][C:12](=[O:13])[O:14][CH2:15][c:16]1[cH:17][cH:18][cH:19][cH:20][cH:21]1)=[O:22].[CH3:23][CH2:24][OH:25]>>[CH3:1][O:2][C:3]([CH:4]([CH2:5][CH2:6][C:7]([F:8])([F:9])[F:10])[NH:11][C:12](=[O:13])[O:14][CH2:15][c:16]1[cH:17][cH:18][cH:19][cH:20][cH:21]1)=[O:22].